This data is from the Open Reaction Database (ORD), a public repository of structured organic reaction records. The task is: describe an organic reaction: reactants, conditions, products, and yield Starting materials: ClC1=NC(=CC2=CC(=CC=C12)OC)NC1=NNC=C1 ((1-chloro-6-methoxy-isoquinolin-3-yl)-(1H-pyrazol-3-yl)-amine), FC=1C=C(C=CC1)B(O)O (3-fluoro-phenylboronic acid). The product is FC=1C=C(C=CC1)C1=NC(=CC2=CC(=CC=C12)OC)NC1=NNC=C1 ([1-(3-fluoro-phenyl)-6-methoxy-isoquinolin-3-yl]-(1H-pyrazol-3-yl)-amine). RXN SMILES: Cl[C:2]1[C:11]2[C:6](=[CH:7][C:8]([O:12][CH3:13])=[CH:9][CH:10]=2)[CH:5]=[C:4]([NH:14][C:15]2[CH:19]=[CH:18][NH:17][N:16]=2)[N:3]=1.[F:20][C:21]1[CH:22]=[C:23](B(O)O)[CH:24]=[CH:25][CH:26]=1>>[F:20][C:21]1[CH:26]=[C:25]([C:2]2[C:11]3[C:6](=[CH:7][C:8]([O:12][CH3:13])=[CH:9][CH:10]=3)[CH:5]=[C:4]([NH:14][C:15]3[CH:19]=[CH:18][NH:17][N:16]=3)[N:3]=2)[CH:24]=[CH:23][CH:22]=1. Procedure details: Similar procedure as described in example 131 was used, starting from (1-chloro-6-methoxy-isoquinolin-3-yl)-(1H-pyrazol-3-yl)-amine and 3-fluoro-phenylboronic acid to give [1-(3-fluoro-phenyl)-6-methoxy-isoquinolin-3-yl]-(1H-pyrazol-3-yl)-amine. LC-MS m/e 335(MH+). As a reaction SMILES: [C:1](OC(=O)C)(=O)C.[CH3:8][O:9][C:10]1[C:15]([O:16][CH3:17])=[CH:14][C:13]([C:18](=[O:26])[CH2:19][C:20]2[CH:25]=[CH:24][CH:23]=[CH:22][CH:21]=2)=[C:12]([CH3:27])[CH:11]=1.CN(CN(C)C)C>O>[CH3:8][O:9][C:10]1[C:15]([O:16][CH3:17])=[CH:14][C:13]([C:18](=[O:26])[C:19]([C:20]2[CH:25]=[CH:24][CH:23]=[CH:22][CH:21]=2)=[CH2:1])=[C:12]([CH3:27])[CH:11]=1. Yields the product COC1=CC(=C(C=C1OC)C(C(=C)C1=CC=CC=C1)=O)C (1-(4,5-dimethoxy-2-methylphenyl)-2-phenyl-2-propen-1-one). Reactants: mixture, crude product, C(C)(=O)OC(C)=O (acetic anhydride), COC1=CC(=C(C=C1OC)C(CC1=CC=CC=C1)=O)C (1-(4,5-dimethoxy-2-methylphenyl)-2-phenyl-1-ethanone), CN(C)CN(C)C (bis-(di-methylamino)-methane). Run in O (water). Procedure details: 240 ml of acetic anhydride are added dropwise in the course of 20 minutes at room temperature, while stirring, to a mixture of 135.0 g (0.50 mole) of 1-(4,5-dimethoxy-2-methylphenyl)-2-phenyl-1-ethanone and 250 ml of bis-(di-methylamino)-methane, the temperature being held at 40° by cooling with an ice bath. The reaction mixture is stirred at 40° for a further hour and is then poured into a 2 kg mixture of ice and water, during which the crude product crystallises. After stirring for 15 minutes ... Reactants: ClC=1C=C(C=CC1)C1=CC=CC=2N1N=C(N2)NC2=CC=C(C(=O)OC)C=C2 (methyl 4-{[5-(3-chlorophenyl)[1,2,4]triazolo[1,5-a]pyridin-2-yl]amino}benzoate), Cl (hydrochloride). Run in [OH-].[Na+] (sodium hydroxide), O1CCOCC1 (1,4-dioxane). Conditions: time 3 hour. The product is ClC=1C=C(C=CC1)C1=CC=CC=2N1N=C(N2)NC2=CC=C(C(=O)O)C=C2 (4-{[5-(3-chlorophenyl)[1,2,4]triazolo[1,5-a]pyridin-2-yl]amino}benzoic acid). As a reaction SMILES: [Cl:1][C:2]1[CH:3]=[C:4]([C:8]2[N:13]3[N:14]=[C:15]([NH:17][C:18]4[CH:27]=[CH:26][C:21]([C:22]([O:24]C)=[O:23])=[CH:20][CH:19]=4)[N:16]=[C:12]3[CH:11]=[CH:10][CH:9]=2)[CH:5]=[CH:6][CH:7]=1.Cl>[OH-].[Na+].O1CCOCC1>[Cl:1][C:2]1[CH:3]=[C:4]([C:8]2[N:13]3[N:14]=[C:15]([NH:17][C:18]4[CH:19]=[CH:20][C:21]([C:22]([OH:24])=[O:23])=[CH:26][CH:27]=4)[N:16]=[C:12]3[CH:11]=[CH:10][CH:9]=2)[CH:5]=[CH:6][CH:7]=1 |f:2.3|. Reported procedure: A solution of methyl 4-{[5-(3-chlorophenyl)[1,2,4]triazolo[1,5-a]pyridin-2-yl]amino}benzoate (0.50 g, 1.3 mmol, 1 equiv) in 2M sodium hydroxide aqueous solution and 1,4-dioxane was stirred at about 80-90° C. After 3 h, the reaction mixture was neutralized with 6N aqueous hydrochloride acid solution to pH=4-5. The resulting solid was filtered and rinsed sequentially with water, isopropanol, and hexanes. The resulting crude product was used for the next step without further purification (330 mg, >...